From a dataset of the Open Reaction Database (ORD), a public repository of structured organic reaction records. describe an organic reaction: reactants, conditions, products, and yield Reactants: ClC=1C(=CC(=C(C1)C=1N([C@@H]([C@@H](N1)C1=CC=C(C=C1)Cl)C1=CC=C(C=C1)Cl)C(=O)Cl)OCC)C(C)(C)C#N ((4S,5R)-2-[5-Chloro-4-(cyano-dimethyl-methyl)-2-ethoxy-phenyl]-4,5-bis-(4-chloro-phenyl)-4,5-dihydro-imidazole-1-carbonyl chloride), N1(CCNCC1)CC(=O)N (2-piperazin-1-yl-acetamide). Yields the product ClC=1C(=CC(=C(C1)C=1N([C@@H]([C@@H](N1)C1=CC=C(C=C1)Cl)C1=CC=C(C=C1)Cl)C(=O)N1CCN(CC1)CC(=O)N)OCC)C(C)(C)C#N (2-{4-[(4S,5R)-2-[5-Chloro-4-(cyano-dimethyl-methyl)-2-ethoxy-phenyl]-4,5-bis-(4-chloro-phenyl)-4,5-dihydro-imidazole-1-carbonyl]-piperazin-1-yl}-acetamide). Reaction SMILES: [Cl:1][C:2]1[C:3]([C:33]([C:36]#[N:37])([CH3:35])[CH3:34])=[CH:4][C:5]([O:30][CH2:31][CH3:32])=[C:6]([C:8]2[N:9]([C:27](Cl)=[O:28])[C@H:10]([C:20]3[CH:25]=[CH:24][C:23]([Cl:26])=[CH:22][CH:21]=3)[C@H:11]([C:13]3[CH:18]=[CH:17][C:16]([Cl:19])=[CH:15][CH:14]=3)[N:12]=2)[CH:7]=1.[N:38]1([CH2:44][C:45]([NH2:47])=[O:46])[CH2:43][CH2:42][NH:41][CH2:40][CH2:39]1>>[Cl:1][C:2]1[C:3]([C:33]([C:36]#[N:37])([CH3:34])[CH3:35])=[CH:4][C:5]([O:30][CH2:31][CH3:32])=[C:6]([C:8]2[N:9]([C:27]([N:41]3[CH2:42][CH2:43][N:38]([CH2:44][C:45]([NH2:47])=[O:46])[CH2:39][CH2:40]3)=[O:28])[C@H:10]([C:20]3[CH:25]=[CH:24][C:23]([Cl:26])=[CH:22][CH:21]=3)[C@H:11]([C:13]3[CH:18]=[CH:17][C:16]([Cl:19])=[CH:15][CH:14]=3)[N:12]=2)[CH:7]=1. Procedure details: 2-{4-[(4S,5R)-2-[5-Chloro-4-(cyano-dimethyl-methyl)-2-ethoxy-phenyl]-4,5-bis-(4-chloro-phenyl)-4,5-dihydro-imidazole-1-carbonyl]-piperazin-1-yl}-acetamide was prepared from (4S,5R)-2-[5-Chloro-4-(cyano-dimethyl-methyl)-2-ethoxy-phenyl]-4,5-bis-(4-chloro-phenyl)-4,5-dihydro-imidazole-1-carbonyl chloride (example 12k) and 2-piperazin-1-yl-acetamide (Matrix) in an analogous manner as described in example 25. LR-MS: 681.2 [(M+H)+]